From a dataset of the Open Reaction Database (ORD), a public repository of structured organic reaction records. describe an organic reaction: reactants, conditions, products, and yield Reactants: N=C(N)n1cccn1, Cl, NC1CCN(c2ccc([N+](=O)[O-])cc2)C1, CN(C)C=O. Yields the product N=C(N)NC1CCN(c2ccc([N+](=O)[O-])cc2)C1. RXN SMILES: [C:17]([NH2:18])(=[NH:19])[n:20]1[cH:21][cH:22][cH:23][n:24]1.[ClH:16].[N+:1](=[O:2])([O-:3])[c:4]1[cH:5][cH:6][c:7]([N:10]2[CH2:11][CH2:12][CH:13]([NH2:15])[CH2:14]2)[cH:8][cH:9]1.[O:25]=[CH:26][N:27]([CH3:28])[CH3:29]>>[N+:1](=[O:2])([O-:3])[c:4]1[cH:5][cH:6][c:7]([N:10]2[CH2:11][CH2:12][CH:13]([NH:15][C:17](=[NH:18])[NH2:19])[CH2:14]2)[cH:8][cH:9]1.